This data is from the Open Reaction Database (ORD), a public repository of structured organic reaction records. The task is: describe an organic reaction: reactants, conditions, products, and yield Reactants: C[C@@]1(CN2C(O1)=NC(=C2)[N+](=O)[O-])COC2=CC=C(C=C2)N2CCC(CC2)N(C(=O)OC(C)(C)C)C ((R)-2-methyl-2-(4-(4-(N-methyl-N-tert-butoxycarbonylamino)piperidin-1-yl)phenoxymethyl)-6-nitro-2,3-dihydroimidazo[2,1-b]oxazole), FC(C(=O)O)(F)F (trifluoroacetic acid). The solvent is ClCCl (dichloromethane). Run at time 15 hour. Yields the product C[C@@]1(CN2C(O1)=NC(=C2)[N+](=O)[O-])COC2=CC=C(C=C2)N2CCC(CC2)N(CC2=C(C=CC=C2)C(F)(F)F)C ((R)-2-methyl-2-(4-(4-(N-methyl-N-(2-trifluoromethylbenzyl)amino)piperidin-1-yl)phenoxymethyl)-6-nitro-2,3-dihydroimidazo[2,1-b]oxazole). The yield is 52.4%. Reaction SMILES: [CH3:1][C@@:2]1([CH2:13][O:14][C:15]2[CH:20]=[CH:19][C:18]([N:21]3[CH2:26][CH2:25][CH:24]([N:27]([CH3:35])[C:28](OC(C)(C)C)=O)[CH2:23][CH2:22]3)=[CH:17][CH:16]=2)[O:6][C:5]2=[N:7][C:8]([N+:10]([O-:12])=[O:11])=[CH:9][N:4]2[CH2:3]1.[F:36][C:37]([F:42])([F:41])[C:38](O)=O>ClCCl>[CH3:1][C@@:2]1([CH2:13][O:14][C:15]2[CH:20]=[CH:19][C:18]([N:21]3[CH2:22][CH2:23][CH:24]([N:27]([CH3:35])[CH2:28][C:19]4[CH:20]=[CH:15][CH:16]=[CH:17][C:38]=4[C:37]([F:42])([F:41])[F:36])[CH2:25][CH2:26]3)=[CH:17][CH:16]=2)[O:6][C:5]2=[N:7][C:8]([N+:10]([O-:12])=[O:11])=[CH:9][N:4]2[CH2:3]1. Procedure details: 0.80 g of (R)-2-methyl-2-(4-(4-(N-methyl-N-tert-butoxycarbonylamino)piperidin-1-yl)phenoxymethyl)-6-nitro-2,3-dihydroimidazo[2,1-b]oxazole was dissolved in 2 ml of trifluoroacetic acid and 2 ml of dichloromethane, followed by stirring at room temperature for 15 hours. Thereafter, the reaction solution was concentrated under a reduced pressure, and then, 2 ml of dichloromethane and 2 ml of triethylamine were added thereto. The mixture was stirred at room temperature for 5 minutes, and it was then... Starting materials: [Na+].[Cl-] (NaCl), C(C1=CC=CC=C1)N1CCC(CC1)O (1-Benzyl-4-piperidinol), CS(=O)(=O)Cl (methanesulfonyl chloride), aqueous solution, [OH-].[Na+] (NaOH). The solvent is C1(=CC=CC=C1)C (toluene), O (Water). Reaction SMILES: [CH2:1]([N:8]1[CH2:13][CH2:12][CH:11]([OH:14])[CH2:10][CH2:9]1)[C:2]1[CH:7]=[CH:6][CH:5]=[CH:4][CH:3]=1.[OH-].[Na+].[CH3:17][S:18](Cl)(=[O:20])=[O:19].[Na+].[Cl-]>O.C1(C)C=CC=CC=1>[CH3:17][S:18]([O:14][CH:11]1[CH2:12][CH2:13][N:8]([CH2:1][C:2]2[CH:3]=[CH:4][CH:5]=[CH:6][CH:7]=2)[CH2:9][CH2:10]1)(=[O:20])=[O:19] |f:1.2,4.5|. Yields the product CS(=O)(=O)OC1CCN(CC1)CC1=CC=CC=C1 (1-benzyl-4-piperidinol methanesulfonate). Reported procedure: 1-Benzyl-4-piperidinol (23.98 g), 168.66 g of toluene and 83.56 g of a 30% aqueous solution of NaOH were respectively weighed and placed in a 500-mL four-necked flask. While the mixture was stirred, the flask inside temperature was lowered to 6.7° C. Then, 31.73 g of methanesulfonyl chloride was added dropwise over 4 hours and 30 minutes at a flask inside temperature of 5 to 10° C. Water (33 mL) was added to dissolve the NaCl which had precipitated out in the aqueous phase, and the mixture was s... Starting materials: C(C)(=O)OCC (ethyl acetate), [Cl-].[Cl-].[Cl-].[Al+3] (aluminium trichloride), Cl (HCl), FC1=CC=C(C(=O)CCC(=O)O)C=C1 (3-(4-fluorobenzoyl)propionic acid). Solvent: ClCCl (dichloromethane). Reaction conditions: temperature 0 celsius, time 15 minute. The product is FC1=CC=C(C=C1)CCCCO (4-(4-Fluorophenyl)-1-butanol). Yield: 62.9%. RXN SMILES: [Cl-].[Cl-].[Cl-].[Al+3].[F:5][C:6]1[CH:18]=[CH:17][C:9]([C:10]([CH2:12][CH2:13][C:14](O)=[O:15])=O)=[CH:8][CH:7]=1.Cl.C(OCC)(=O)C>ClCCl>[F:5][C:6]1[CH:7]=[CH:8][C:9]([CH2:10][CH2:12][CH2:13][CH2:14][OH:15])=[CH:17][CH:18]=1 |f:0.1.2.3|. Reported procedure: A suspension of aluminium trichloride (10.2 g, 76.5 mmol) in dichloromethane (250 ml) at 0° C. was added with the borane-tert-butylamine complex (13.2 g, 153 mmol) and the mixture was left under stirring at 0° C. for 15 minutes. After that the mixture was added with 3-(4-fluorobenzoyl)propionic acid (5 g, 25.5 mmol) stirring at room temperature for 20 h, then added slowly with 0.2M HCl (75 ml) and extracted with ethyl acetate (3×100 ml). The combined organic phases were washed with 0.2M HCl and ... Reactants: CSC (dimethyl sulphide), CSC (dimethyl sulphide), CS(=O)(=O)O (methanesulphonic acid), COC=1C=C(C=C(C1OC)OC)[C@@H]2C=3C=C4C(=CC3[C@@H]([C@@H]5[C@@H]2C(=O)OC5)O)OCO4 (podophyllotoxin). Run in FC(C(=O)O)(F)F (trifluoroacetic acid). The product is OC1=C(C=C(C=C1OC)C1C2=CC3=C(OCO3)C=C2C(C2C1C(OC2)=O)O)OC (5-(4-hydroxy-3,5-dimethoxyphenyl)-9-hydroxy-5,8,8a,9-tetrahydro-5aH-furo[3′,4′:6,7]naphtho[2,3-d][1,3]dioxol-6-one). Yield: 5.7%. Reaction SMILES: [CH3:1][O:2][C:3]1[CH:4]=[C:5]([C@H:13]2[C@H:22]3[C:23]([O:25][CH2:26][C@@H:21]3[C@@H:20]([OH:27])[C:19]3[CH:18]=[C:17]4[O:28][CH2:29][O:30][C:16]4=[CH:15][C:14]2=3)=[O:24])[CH:6]=[C:7]([O:11][CH3:12])[C:8]=1[O:9]C.CSC.CS(O)(=O)=O>FC(F)(F)C(O)=O>[OH:9][C:8]1[C:7]([O:11][CH3:12])=[CH:6][C:5]([CH:13]2[CH:22]3[C:23](=[O:24])[O:25][CH2:26][CH:21]3[CH:20]([OH:27])[C:19]3[C:14]2=[CH:15][C:16]2[O:30][CH2:29][O:28][C:17]=2[CH:18]=3)=[CH:4][C:3]=1[O:2][CH3:1]. Procedure details: 10 g (24 mmol) of podophyllotoxin are dissolved in 60 ml of trifluoroacetic acid. 5.4 ml (72 mmol) of dimethyl sulphide and 47 ml (72 mmol) of methanesulphonic acid are successively added. Stirring is maintained for 9 hours, 5.4 ml (72 mmol) of dimethyl sulphide are again added and stirring is maintained for 9 hours. The medium is run quickly onto ice (600 ml) and extracted with ethyl acetate (3×300 ml). The organic phases are washed with water and then with a NaHCO3 solution to neutrality. Afte... Reactants: Nc1ncc(Br)c(Cl)c1[N+](=O)[O-], CCN(C(C)C)C(C)C, CC(C)O, c1ccc(CN2CCNCC2)nc1. The product is Nc1ncc(Br)c(N2CCN(Cc3ccccn3)CC2)c1[N+](=O)[O-]. As a reaction SMILES: [Br:1][c:2]1[c:3]([Cl:12])[c:4]([N+:9](=[O:10])[O-:11])[c:5]([NH2:8])[n:6][cH:7]1.[CH:26]([N:27]([CH:28]([CH3:29])[CH3:30])[CH2:31][CH3:32])([CH3:33])[CH3:34].[CH:35]([OH:36])([CH3:37])[CH3:38].[n:13]1[c:14]([CH2:19][N:20]2[CH2:21][CH2:22][NH:23][CH2:24][CH2:25]2)[cH:15][cH:16][cH:17][cH:18]1>>[Br:1][c:2]1[c:3]([N:23]2[CH2:22][CH2:21][N:20]([CH2:19][c:14]3[n:13][cH:18][cH:17][cH:16][cH:15]3)[CH2:25][CH2:24]2)[c:4]([N+:9](=[O:10])[O-:11])[c:5]([NH2:8])[n:6][cH:7]1.